Dataset: the Open Reaction Database (ORD), a public repository of structured organic reaction records. Task: describe an organic reaction: reactants, conditions, products, and yield The reactants are CC=1N(C=CN1)C(C)=O (1-(2-methyl-1-imidazolyl)-ethanone), O1CCCC1 (tetrahydrofuran). Run at time 18 hour. Yields the product CC=1NC=C(N1)C(C)=O (1(2-methyl-4-imidazolyl)ethanone). Yield: 45.0%. Reaction SMILES: [CH3:1][C:2]1[N:3](C(=O)C)[CH:4]=[CH:5][N:6]=1.[O:10]1CC[CH2:12][CH2:11]1>>[CH3:1][C:2]1[NH:6][CH:5]=[C:4]([C:11](=[O:10])[CH3:12])[N:3]=1. Procedure details: 5.75 g (46.3 mmol) of 1-(2-methyl-1-imidazolyl)-ethanone was dissolved in 600 ml tetrahydrofuran and photolyzed in a quartz flask with a short wave u.v. light source (2537 nm) for 18 hours. The tetrahydrofuran solution was concentrated in vacuo to an oil and chromatographed on silica gel using 5% methanol in chloroform as eluent to give 2.6 g (45%) 1(2-methyl-4-imidazolyl)ethanone, mp 123°-5°. The reactants are NC1=CC=C(C=C1)C1=CC=C2C(C(=CN3C(CCC1=C23)C)C(=O)O)=O (8-(4-aminophenyl)-6,7-dihydro-5-methyl-1-oxo-1H,5H-benzo[ij]quinolizine-2-carboxylic acid), C(C)(=O)OC(C)=O (acetic anhydride). Solvent: C(C)(=O)O (acetic acid). Product: O.C(C)(=O)NC1=CC=C(C=C1)C1=CC=C2C(C(=CN3C(CCC1=C23)C)C(=O)O)=O (8-(4-acetamidophenyl)-6,7-dihydro-5-methyl-1-oxo-1H,5H-benzo[ij]quinolizine-2-carboxylic acid hydrate). Reaction SMILES: [NH2:1][C:2]1[CH:7]=[CH:6][C:5]([C:8]2[C:19]3=[C:20]4[N:15]([CH:16]([CH3:21])[CH2:17][CH2:18]3)[CH:14]=[C:13]([C:22]([OH:24])=[O:23])[C:12](=[O:25])[C:11]4=[CH:10][CH:9]=2)=[CH:4][CH:3]=1.[C:26](OC(=O)C)(=[O:28])[CH3:27]>C(O)(=O)C>[OH2:23].[C:26]([NH:1][C:2]1[CH:7]=[CH:6][C:5]([C:8]2[C:19]3=[C:20]4[N:15]([CH:16]([CH3:21])[CH2:17][CH2:18]3)[CH:14]=[C:13]([C:22]([OH:24])=[O:23])[C:12](=[O:25])[C:11]4=[CH:10][CH:9]=2)=[CH:4][CH:3]=1)(=[O:28])[CH3:27] |f:3.4|. Procedure: A mixture of 0.7 g (2.1 mmole) of 8-(4-aminophenyl)-6,7-dihydro-5-methyl-1-oxo-1H,5H-benzo[ij]quinolizine-2-carboxylic acid, 5 ml of acetic acid and 2.5 ml of acetic anhydride was heated at its reflux temperature until solid was observed to precipitate. The mixture was diluted with 10 ml of water, stirred and cooled. The product was separated by filtration to provide 8-(4-acetamidophenyl)-6,7-dihydro-5-methyl-1-oxo-1H,5H-benzo[ij]quinolizine-2-carboxylic acid hydrate, m.p. 168°-170° C. Analysis:...